The task is: describe an organic reaction: reactants, conditions, products, and yield. This data is from the Open Reaction Database (ORD), a public repository of structured organic reaction records. The reactants are CO (MeOH), CS(=O)(=O)C1=CC=C(C=C1)NC(=O)C1CCCC1 (cyclopentanecarboxylic acid (4-methanesulfonyl-phenyl)-amide), O (water), CCOC(=O)C (EtOAc). Run in C1CCOC1 (THF), C1CCOC1 (THF). Product: C1(CCCC1)CNC1=CC=C(C=C1)S(=O)(=O)C (cyclopentylmethyl-(4-methanesulfonyl-phenyl)-amine). RXN SMILES: [CH3:1][S:2]([C:5]1[CH:10]=[CH:9][C:8]([NH:11][C:12]([CH:14]2[CH2:18][CH2:17][CH2:16][CH2:15]2)=O)=[CH:7][CH:6]=1)(=[O:4])=[O:3].CO.O.CCOC(C)=O>C1COCC1>[CH:14]1([CH2:12][NH:11][C:8]2[CH:7]=[CH:6][C:5]([S:2]([CH3:1])(=[O:4])=[O:3])=[CH:10][CH:9]=2)[CH2:15][CH2:16][CH2:17][CH2:18]1. Procedure details: In a nitrogen atmosphere a solution of cyclopentanecarboxylic acid (4-methanesulfonyl-phenyl)-amide (10 mmol) in THF (20 mL) was added a solution of 1M BH3 in THF (20 mL). The mixture was refluxed for 3H and cooled to RT. Addition of 10 mL of MeOH followed by reflux for 15 min. The mixture was cooled and added water (100 mL) and EtOAc (200 mL). The organic phase was isolated and washed with 1N NaOH, water and brine, dried (MgSO4), filtered and concentrated in vacuo to afford cyclopentylmethyl-(4... The reactants are BrCC(=O)C1=CC=CC=C1 (Bromoacetophenone), C(=O)N (formamide). Run in C(C)(=O)OCC (ethyl acetate), O (water). Run at temperature 130 celsius. Product: C1(=CC=CC=C1)C=1N=COC1 (4-phenyl-oxazole). Yield: 39.1%. RXN SMILES: Br[CH2:2][C:3]([C:5]1[CH:10]=[CH:9][CH:8]=[CH:7][CH:6]=1)=O.[CH:11]([NH2:13])=[O:12]>C(OCC)(=O)C.O>[C:5]1([C:3]2[N:13]=[CH:11][O:12][CH:2]=2)[CH:10]=[CH:9][CH:8]=[CH:7][CH:6]=1. Procedure: Bromoacetophenone (595 mg, 2.99 mmol) and formamide (1781 μl, 44.8 mmol) were combined and heated at 130° C. for 90 min. The reaction was cooled then dilute with ethyl acetate and water and extracted with ethyl acetate. The organic layer was dried over sodium sulfate, filtered, and concentrated. The concentrate was purified by chromatography on a Biotage 25M column using a 5-8% ethyl acetate in heptane gradiant to yield 4-phenyl-oxazole (170 mg, 1.17 mmol). TLC (5% ethyl acetate in heptane) of p... Starting materials: C(Cl)C1CO1 (Epichlorohydrin), BrC1=C(C=C(O)C=C1)O (4-bromoresorcinol), C(C)(C)O (Isopropyl alcohol), [OH-].[Na+] (sodium hydroxide). Solvent: O (water). Conditions: temperature 75 celsius, time 2 hour. Yields the product BrC12C(C(=C(O)C=C1)C1C(COCC3C2O3)O1)O (4-bromoresorcinol diglycidyl ether). RXN SMILES: [CH2:1]([CH:3]1[O:5][CH2:4]1)Cl.[Br:6][C:7]1[CH:13]=[CH:12][C:10]([OH:11])=[CH:9][C:8]=1[OH:14].[CH:15]([OH:18])([CH3:17])[CH3:16].[OH-:19].[Na+]>O>[Br:6][C:7]12[CH:17]3[O:18][CH:15]3[CH2:16][O:19][CH2:1][CH:3]3[O:5][CH:4]3[C:9](=[C:10]([CH:12]=[CH:13]1)[OH:11])[CH:8]2[OH:14] |f:3.4|. Reported procedure: Epichlorohydrin (122.4 g, 1.32 mol), 4-bromoresorcinol (25.0 g, 0.13 mol) and Isopropyl alcohol (100 g) were added to a 500 ml three-neck flask and warmed to 75° C. A solution of 22.2 g 50 wt % sodium hydroxide in water was added dropwise to the flask over 6 hours. The flask temperature was raised to 83° C. and held for an additional 2 hours. After the reaction, the solution was filtered and solvents were evaporated. Toluene was then added to the residual mass. The solids were filtered and the t... The reactants are CC1=C(C=C(C(=C1)NC1=NC=C(C(=N1)NC1=NNC(=C1)C)C(F)(F)F)C)C1CCC(CC1)=O (4-(2,5-dimethyl-4-(4-(5-methyl-1H-pyrazol-3-ylamino)-5-(trifluoromethyl)pyrimidin-2-ylamino)phenyl)cyclohexanone), [BH4-].[Na+] (NaBH4). Run in CO (MeOH). Yields the product CC1=C(C=C(C(=C1)NC1=NC=C(C(=N1)NC1=NNC(=C1)C)C(F)(F)F)C)[C@@H]1CC[C@H](CC1)O (trans-4-(2,5-dimethyl-4-(4-(5-methyl-1H-pyrazol-3-ylamino)-5-(trifluoromethyl)pyrimidin-2-ylamino)phenyl)cyclohexanol). Reaction SMILES: [CH3:1][C:2]1[CH:7]=[C:6]([NH:8][C:9]2[N:14]=[C:13]([NH:15][C:16]3[CH:20]=[C:19]([CH3:21])[NH:18][N:17]=3)[C:12]([C:22]([F:25])([F:24])[F:23])=[CH:11][N:10]=2)[C:5]([CH3:26])=[CH:4][C:3]=1[CH:27]1[CH2:32][CH2:31][C:30](=[O:33])[CH2:29][CH2:28]1.[BH4-].[Na+]>CO>[CH3:1][C:2]1[CH:7]=[C:6]([NH:8][C:9]2[N:14]=[C:13]([NH:15][C:16]3[CH:20]=[C:19]([CH3:21])[NH:18][N:17]=3)[C:12]([C:22]([F:24])([F:25])[F:23])=[CH:11][N:10]=2)[C:5]([CH3:26])=[CH:4][C:3]=1[C@H:27]1[CH2:28][CH2:29][C@H:30]([OH:33])[CH2:31][CH2:32]1 |f:1.2|. Procedure: To a solution of 4-(2,5-dimethyl-4-(4-(5-methyl-1H-pyrazol-3-ylamino)-5-(trifluoromethyl)pyrimidin-2-ylamino)phenyl)cyclohexanone (100 mg, 0.22 mmol) in MeOH (15 mL) was added NaBH4 (33.2 mg, 0.87 mmol). The reaction was stirred 30 for min., concentrated and purified by silica chromatography (MeOH/DCM: 8:92) to afford trans-4-(2,5-dimethyl-4-(4-(5-methyl-1H-pyrazol-3-ylamino)-5-(trifluoromethyl)pyrimidin-2-ylamino)phenyl)cyclohexanol; Rf: 0.35 (silica; MeOH/DCM 8:92); ESMS m/z 461.2 (M+H+). Reactants: II (iodine), BrC1=CC=CC=C1 (4-bromobenzene), C[Sn](C)(C)Cl (trimethyltin chloride), metal, [Mg] (magnesium), [Cl-].[NH4+] (ammonium chloride). The solvent is C(C)OCC (diethyl ether), C(C)OCC (diethyl ether). Conditions: temperature 0 celsius. The product is ClC1=CC=C(C=C1)[Sn](C)(C)C (4-chlorophenyltrimethyltin). Isolated yield 64.0%. Reaction SMILES: II.[Mg].Br[C:5]1[CH:10]=[CH:9][CH:8]=[CH:7][CH:6]=1.[CH3:11][Sn:12](Cl)([CH3:14])[CH3:13].[Cl-:16].[NH4+]>C(OCC)C>[Cl:16][C:5]1[CH:10]=[CH:9][C:8]([Sn:12]([CH3:14])([CH3:13])[CH3:11])=[CH:7][CH:6]=1 |f:4.5|. Reported procedure: A small quantity of iodine was put in a vessel containing 280 mg (12 mmol) of metal magnesium and 10 ml of anhydrous diethyl ether, and a solution of 2.0 g (10 mmol) of 4-bromobenzene in 10 ml of anhydrous diethyl ether was gradually added dropwise under stirring. Reaction progressed rapidly, and after the reaction somewhat calmed down, the mixture was heated and stirred at 50° C. for further 3 hours. Thereafter, the reactor was cooled to 0° C., 2.1 g (10 mmol) of trimethyltin chloride was added... The reactants are NC=1SC=C(N1)/C(/C(=O)N[C@H]1[C@H]2SCC(=C(N2C1=O)C(=O)O)CSC1=CC(=NC=2N1N=C(N2)C(=O)O)C)=N/OC(C2=CC(=C(C=C2)OC(C)=O)OC(C)=O)C(=O)O ((6R,7R)-7-[2-(2-amino-4-thiazolyl)-2-[Z-[carboxy(3,4-diacetoxyphenyl)methyl]-oxyimino]acetamido]-3-[(2-carboxy-5-methyl-s-triazolo[1,5-a]pyrimidin-7-yl)thiomethyl]-8-oxo-5-thia-1-azabicyclo[4.2.0]oct-2-ene-2-carboxylic acid), C([O-])(O)=O.[Na+] (sodium bicarbonate). The solvent is O (water). Run at time 6 hour. Yields the product NC=1SC=C(N1)/C(/C(=O)N[C@H]1[C@H]2SCC(=C(N2C1=O)C(=O)O)CSC1=CC(=NC=2N1N=C(N2)C(=O)O)C)=N/OC(C2=CC(=C(C=C2)O)O)C(=O)O ((6R,7R)-7-[2-(2-amino-4-thiazolyl)-2-[Z-[carboxy(3,4-dihydroxyphenyl)methyl]-oxyimino]acetamido]-3-[(2-carboxy-5-methyl-s-triazolo[1,5-a]pyrimidin-7-yl)thiomethyl]-8-oxo-5-thia-1-azabicyclo[4.2.0]oct-2-ene-2-carboxylic acid). Isolated yield 62.2%. Reaction SMILES: [NH2:1][C:2]1[S:3][CH:4]=[C:5](/[C:7](=[N:38]/[O:39][CH:40]([C:55]([OH:57])=[O:56])[C:41]2[CH:46]=[CH:45][C:44]([O:47]C(=O)C)=[C:43]([O:51]C(=O)C)[CH:42]=2)/[C:8]([NH:10][C@@H:11]2[C:18](=[O:19])[N:17]3[C@@H:12]2[S:13][CH2:14][C:15]([CH2:23][S:24][C:25]2[N:30]4[N:31]=[C:32]([C:34]([OH:36])=[O:35])[N:33]=[C:29]4[N:28]=[C:27]([CH3:37])[CH:26]=2)=[C:16]3[C:20]([OH:22])=[O:21])=[O:9])[N:6]=1.C(=O)(O)[O-].[Na+]>O>[NH2:1][C:2]1[S:3][CH:4]=[C:5](/[C:7](=[N:38]/[O:39][CH:40]([C:55]([OH:57])=[O:56])[C:41]2[CH:46]=[CH:45][C:44]([OH:47])=[C:43]([OH:51])[CH:42]=2)/[C:8]([NH:10][C@@H:11]2[C:18](=[O:19])[N:17]3[C@@H:12]2[S:13][CH2:14][C:15]([CH2:23][S:24][C:25]2[N:30]4[N:31]=[C:32]([C:34]([OH:36])=[O:35])[N:33]=[C:29]4[N:28]=[C:27]([CH3:37])[CH:26]=2)=[C:16]3[C:20]([OH:22])=[O:21])=[O:9])[N:6]=1 |f:1.2|. Procedure details: The product obtained in Step 3 (0.25 g) was suspended in water (10 ml), and the pH of the mixture was adjusted to 8.0 with sodium bicarbonate. After stirring at room temperature for 6 hours, the resulting solution was applied to a Diaion HP 10 column. The objective fractions eluted with water were collected and lyophilized, giving 0.14 g of the objective compound (as sodium salt). Reactants: CCN(CC)C(=O)CCl, CCN(C(C)C)C(C)C, CC#N, CCOC(C)=O, [I-], CCOC(=O)C(=NO)c1csc(N)n1, [Na+]. Product: CCOC(=O)C(=NOCC(=O)N(CC)CC)c1csc(N)n1. RXN SMILES: [CH2:15]([CH3:16])[N:17]([C:18]([CH2:19][Cl:20])=[O:21])[CH2:22][CH3:23].[CH2:24]([N:25]([CH:26]([CH3:27])[CH3:28])[CH:29]([CH3:30])[CH3:31])[CH3:32].[CH3:35][C:36]#[N:37].[CH3:38][CH2:39][O:40][C:41](=[O:42])[CH3:43].[I-:34].[NH2:1][c:2]1[s:3][cH:4][c:5]([C:7]([C:8](=[O:9])[O:10][CH2:11][CH3:12])=[N:13][OH:14])[n:6]1.[Na+:33]>>[NH2:1][c:2]1[s:3][cH:4][c:5]([C:7]([C:8](=[O:9])[O:10][CH2:11][CH3:12])=[N:13][O:14][CH2:19][C:18]([N:17]([CH2:15][CH3:16])[CH2:22][CH3:23])=[O:21])[n:6]1. As a reaction SMILES: [CH3:35][CH2:36][O:37][C:38](=[O:39])[CH3:40].[CH:29]1([NH2:34])[CH2:30][CH2:31][CH2:32][CH2:33]1.[Cl:1][c:2]1[cH:3][cH:4][cH:5][c:6]2[n:7]1[n:8][c:9](-[c:23]1[n:24][c:25]([CH3:28])[s:26][cH:27]1)[c:10]2-[c:11]1[cH:12][c:13]([NH:17][CH:18]2[CH2:19][CH2:20][CH2:21][CH2:22]2)[n:14][cH:15][cH:16]1>>[c:2]1([NH:34][CH:29]2[CH2:30][CH2:31][CH2:32][CH2:33]2)[cH:3][cH:4][cH:5][c:6]2[n:7]1[n:8][c:9](-[c:23]1[n:24][c:25]([CH3:28])[s:26][cH:27]1)[c:10]2-[c:11]1[cH:12][c:13]([NH:17][CH:18]2[CH2:19][CH2:20][CH2:21][CH2:22]2)[n:14][cH:15][cH:16]1. Yields the product Cc1nc(-c2nn3c(NC4CCCC4)cccc3c2-c2ccnc(NC3CCCC3)c2)cs1. Starting materials: CCOC(C)=O, NC1CCCC1, Cc1nc(-c2nn3c(Cl)cccc3c2-c2ccnc(NC3CCCC3)c2)cs1. Starting materials: CO, Cl[Fe](Cl)Cl, NN, O, O=C(CO)NC1CC(n2cnc3c(NCC(c4ccccc4)c4ccccc4)nc(-n4cc([N+](=O)[O-])cn4)nc32)C(O)C1O. Product: Nc1cnn(-c2nc(NCC(c3ccccc3)c3ccccc3)c3ncn(C4CC(NC(=O)CO)C(O)C4O)c3n2)c1. RXN SMILES: [CH3:48][OH:49].[Cl:50][Fe:51]([Cl:52])[Cl:53].[NH2:46][NH2:47].[OH2:45].[c:1]1([CH:7]([CH2:8][NH:9][c:10]2[c:11]3[n:12][cH:13][n:14]([CH:27]4[CH:28]([OH:38])[CH:29]([OH:37])[CH:30]([NH:32][C:33]([CH2:34][OH:35])=[O:36])[CH2:31]4)[c:15]3[n:16][c:17](-[n:19]3[n:20][cH:21][c:22]([N+:24]([O-:25])=[O:26])[cH:23]3)[n:18]2)[c:39]2[cH:40][cH:41][cH:42][cH:43][cH:44]2)[cH:2][cH:3][cH:4][cH:5][cH:6]1>>[c:1]1([CH:7]([CH2:8][NH:9][c:10]2[c:11]3[n:12][cH:13][n:14]([CH:27]4[CH:28]([OH:38])[CH:29]([OH:37])[CH:30]([NH:32][C:33]([CH2:34][OH:35])=[O:36])[CH2:31]4)[c:15]3[n:16][c:17](-[n:19]3[n:20][cH:21][c:22]([NH2:24])[cH:23]3)[n:18]2)[c:39]2[cH:40][cH:41][cH:42][cH:43][cH:44]2)[cH:2][cH:3][cH:4][cH:5][cH:6]1. Starting materials: C(#N)C1=C(C=C(C=C1)N(C(C(=O)O)CC)CC(F)(F)F)C(F)(F)F (2-[[4-cyano-3-(trifluoromethyl)phenyl](2,2,2-trifluoroethyl)amino]butanoic acid), N (ammonia). The product is C(#N)C1=C(C=C(C=C1)N(C(C(=O)N)CC)CC(F)(F)F)C(F)(F)F (2-[[4-Cyano-3-(trifluoromethyl)phenyl](2,2,2-trifluoroethyl)amino]butanamide). Reaction SMILES: [C:1]([C:3]1[CH:8]=[CH:7][C:6]([N:9]([CH2:16][C:17]([F:20])([F:19])[F:18])[CH:10]([CH2:14][CH3:15])[C:11]([OH:13])=O)=[CH:5][C:4]=1C(F)(F)F)#[N:2].[NH3:25]>>[C:1]([C:3]1[CH:8]=[CH:7][C:6]([N:9]([CH2:16][C:17]([F:18])([F:19])[F:20])[CH:10]([CH2:14][CH3:15])[C:11]([NH2:25])=[O:13])=[CH:5][C:4]=1[C:17]([F:20])([F:19])[F:18])#[N:2]. Procedure details: Synthesized as described in example 3 using 2-[[4-cyano-3-(trifluoromethyl)phenyl](2,2,2-trifluoroethyl)amino]butanoic acid and ammonia: 1H NMR (400 MHz, CDCl3) δ 7.60 (d, J=9.0 Hz, 1H), 7.17 (d, J=2.6 Hz, 1H), 7.03 (dd, J=9.0, 2.8 Hz, 1H), 6.38 (bs, 1H), 6.27 (bs, 1H), 4.25-4.04 (m, 3H), 2.15 (m, 1H), 1.91 (m, 1H), 0.99 (t, J=7.4 Hz, 3H).